From a dataset of the Open Reaction Database (ORD), a public repository of structured organic reaction records. describe an organic reaction: reactants, conditions, products, and yield The reactants are OO (H2O2), ClC1=CC=2N(C3=CC=CC=C3S(C2C=C1)=O)C(CCCl)=O (2-chloro-10-(3-chloropropionyl)-phenothiazine-5-oxide), ClC1=CC=2N(C3=CC=CC=C3SC2C=C1)C(CCCl)=O (2-chloro-10-(3-chloropropionyl)-phenothiazine), ClC1=CC=2NC3=CC=CC=C3SC2C=C1 (2-chlorophenothiazine), ClCCC(=O)Cl (3-chloropropionyl chloride), N1C=NC=C1 (imidazole). Run in C1=CC=CC=C1 (benzene). Conditions: time 30 minute. Product: ClC1=CC=2N(C3=CC=CC=C3S(C2C=C1)=O)C(CCN1C=NC=C1)=O (2-chloro-10-[3-(imidazol-1-yl)-propionyl]-phenothiazine-5-oxide). Reaction SMILES: [Cl:1][C:2]1[CH:15]=[CH:14][C:13]2[S:12](=[O:16])[C:11]3[C:6](=[CH:7][CH:8]=[CH:9][CH:10]=3)[N:5]([C:17](=[O:21])[CH2:18][CH2:19]Cl)[C:4]=2[CH:3]=1.ClC1C=CC2SC3C(=CC=CC=3)NC=2C=1.ClCCC(Cl)=O.ClC1C=CC2SC3C(=CC=CC=3)N(C(=O)CCCl)C=2C=1.OO.[NH:65]1[CH:69]=[CH:68][N:67]=[CH:66]1>C1C=CC=CC=1>[Cl:1][C:2]1[CH:15]=[CH:14][C:13]2[S:12](=[O:16])[C:11]3[C:6](=[CH:7][CH:8]=[CH:9][CH:10]=3)[N:5]([C:17](=[O:21])[CH2:18][CH2:19][N:65]3[CH:69]=[CH:68][N:67]=[CH:66]3)[C:4]=2[CH:3]=1. Reported procedure: A mixture of 68 g (0.2 mole) of 2-chloro-10-(3-chloropropionyl)-phenothiazine-5-oxide [obtainable by boiling 2-chlorophenothiazine with 3-chloropropionyl chloride in benzene for 12 hours and oxidizing the resulting 2-chloro-10-(3-chloropropionyl)-phenothiazine (melting point 110°-112°) with H2O2 ] and 68 g (1 mole) of imidazole is stirred at 110°-115° for 30 minutes. Working up in the customary manner gives 2-chloro-10-[3-(imidazol-1-yl)-propionyl]-phenothiazine-5-oxide, melting point 148°-149°.... Reaction SMILES: [Br:1][C:2]1[C:7]([N+:8]([O-])=O)=[CH:6][C:5]([NH:11][C:12]2[N:17]=[C:16]([C:18]3[C:26]4[C:21](=[CH:22][CH:23]=[CH:24][CH:25]=4)[N:20]([CH3:27])[CH:19]=3)[CH:15]=[CH:14][N:13]=2)=[C:4]([O:28][CH3:29])[CH:3]=1.[NH4+].[Cl-].O>C(O)C.[Fe]>[Br:1][C:2]1[CH:3]=[C:4]([O:28][CH3:29])[C:5]([NH:11][C:12]2[N:17]=[C:16]([C:18]3[C:26]4[C:21](=[CH:22][CH:23]=[CH:24][CH:25]=4)[N:20]([CH3:27])[CH:19]=3)[CH:15]=[CH:14][N:13]=2)=[CH:6][C:7]=1[NH2:8] |f:1.2|. Procedure: N-(4-Bromo-2-methoxy-5-nitrophenyl)-4-(1-methylindol-3-yl)pyrimidin-2-amine (Intermediate 145, 1.074 g, 2.36 mmol), iron (0.792 g, 14.19 mmol) and NH4Cl (95 mg, 1.77 mmol) were heated at reflux in ethanol (39 mL) and water (13 mL) for 1.5 h. The mixture was then cooled and concentrated in vacuo. The resulting residue was triturated in 10% CH3OH in CH2Cl2 (30 mL) for 15 minutes and the mixture was then filtered. The residues were triturated again with 10% CH3OH in CH2Cl2 (30 mL) and the mixture t... Reactants: O (water), BrC1=CC(=C(C=C1[N+](=O)[O-])NC1=NC=CC(=N1)C1=CN(C2=CC=CC=C12)C)OC (N-(4-Bromo-2-methoxy-5-nitrophenyl)-4-(1-methylindol-3-yl)pyrimidin-2-amine), BrC1=CC(=C(C=C1[N+](=O)[O-])NC1=NC=CC(=N1)C1=CN(C2=CC=CC=C12)C)OC (N-(4-Bromo-2-methoxy-5-nitrophenyl)-4-(1-methylindol-3-yl)pyrimidin-2-amine), [NH4+].[Cl-] (NH4Cl). The reagents and catalysts are [Fe] (iron). The yield is 93.6%. Solvent: C(C)O (ethanol). Yields the product BrC1=C(C=C(C(=C1)OC)NC1=NC=CC(=N1)C1=CN(C2=CC=CC=C12)C)N (4-Bromo-6-methoxy-N-[4-(1-methylindol-3-yl)pyrimidin-2-yl]-benzene-1,3-diamine). The reactants are FC1=NC(=CC=C1C(=O)O)F (2,6-difluoropyridine-3-carboxylic acid), Cl.ClC=1C=C(C=CC1)CCOCC(=N)N (2-[2-(3-chloro-phenyl)-ethoxy]-acetamidine hydrochloride). The product is ClC=1C=C(C=CC1)CCOCC=1NC(C2=C(N1)N=C(C=C2)F)=O (2-[2-(3-Chloro-phenyl)-ethoxymethyl]-7-fluoro-3H-pyrido[2,3-d]pyrimidin-4-one). As a reaction SMILES: F[C:2]1[C:7]([C:8]([OH:10])=O)=[CH:6][CH:5]=[C:4]([F:11])[N:3]=1.Cl.[Cl:13][C:14]1[CH:15]=[C:16]([CH2:20][CH2:21][O:22][CH2:23][C:24]([NH2:26])=[NH:25])[CH:17]=[CH:18][CH:19]=1>>[Cl:13][C:14]1[CH:15]=[C:16]([CH2:20][CH2:21][O:22][CH2:23][C:24]2[NH:26][C:8](=[O:10])[C:7]3[CH:6]=[CH:5][C:4]([F:11])=[N:3][C:2]=3[N:25]=2)[CH:17]=[CH:18][CH:19]=1 |f:1.2|. Reported procedure: The title compound was prepared in analogy to example 85 from 2,6-difluoropyridine-3-carboxylic acid and 2-[2-(3-chloro-phenyl)-ethoxy]-acetamidine hydrochloride (example 79.2). Light brown solid. MS: m/e=334.1 [M+H+]. The reactants are C(C)(=O)OC(C)=O (Acetic anhydride), ice water, ice, BrC1=C(N)C(=CC(=C1)Cl)I (2-bromo-4-chloro-6-iodoaniline), [N+](=O)(O)[O-] (nitric acid). Solvent: C(C)(=O)O (acetic acid). Yields the product BrC1=C(N[N+](=O)[O-])C(=CC(=C1)Cl)I (2-Bromo-4-chloro-6-iodo-N-nitroaniline). Reaction SMILES: [Br:1][C:2]1[CH:8]=[C:7]([Cl:9])[CH:6]=[C:5]([I:10])[C:3]=1[NH2:4].[N+:11]([O-])([OH:13])=[O:12].C(OC(=O)C)(=O)C>C(O)(=O)C>[Br:1][C:2]1[CH:8]=[C:7]([Cl:9])[CH:6]=[C:5]([I:10])[C:3]=1[NH:4][N+:11]([O-:13])=[O:12]. Reported procedure: To an ice-cooled solution of 2-bromo-4-chloro-6-iodoaniline (18.05 mmole, 6.0 g) in 200 ml of glacial acetic acid is added dropwise, 90% nitric acid (173.52 mmole, 8.1 ml). The precipitated salt is observed, while continued stirring with cooling for 0.5 hour. Acetic anhydride (8.1 ml) is added dropwise with cooling. The solution darkens and becomes homogeneous. The cooled solution is poured into 600 ml of ice water, the precipitate is filtered, washed with water, then dissolved in 10% sodium bic... Reactants: BrC1=CC(=C(C=C1)NC=1C(=CC2=C(N=CN2)C1F)C=O)Cl (6-(4-Bromo-2-chloro-phenylamino)-7-fluoro-3H-benzoimidazole-5-carbaldehyde), C(CCC)[Sn](COCOC)(CCCC)CCCC (tributyl-methoxymethoxymethyl-stannane). Product: BrC1=CC(=C(C=C1)NC=1C(=CC2=C(N=CN2)C1F)C(COCOC)O)Cl (1-[6-(4-Bromo-2-chloro-phenylamino)-7-fluoro-3H-benzoimidazol-5-yl]-2-methoxymethoxy-ethanol). RXN SMILES: [Br:1][C:2]1[CH:7]=[CH:6][C:5]([NH:8][C:9]2[C:10]([CH:19]=[O:20])=[CH:11][C:12]3[NH:16][CH:15]=[N:14][C:13]=3[C:17]=2[F:18])=[C:4]([Cl:21])[CH:3]=1.C([Sn](CCCC)(CCCC)[CH2:27][O:28][CH2:29][O:30][CH3:31])CCC>>[Br:1][C:2]1[CH:7]=[CH:6][C:5]([NH:8][C:9]2[C:10]([CH:19]([OH:20])[CH2:27][O:28][CH2:29][O:30][CH3:31])=[CH:11][C:12]3[NH:16][CH:15]=[N:14][C:13]=3[C:17]=2[F:18])=[C:4]([Cl:21])[CH:3]=1. Procedure: 6-(4-Bromo-2-chloro-phenylamino)-7-fluoro-3H-benzoimidazole-5-carbaldehyde 10f is treated with tributyl-methoxymethoxymethyl-stannane according to the procedure described in Example 42, Step A to yield compound 101. MS APCI (+) m/z 444, 446 (M+, Br pattern) detected. Reaction SMILES: [CH3:1][C:2]1[CH:11]=[CH:10][C:5]([C:6]([O:8][CH3:9])=[O:7])=[CH:4][C:3]=1[N+:12]([O-:14])=[O:13].CO[CH:17](OC)[N:18]([CH3:20])[CH3:19]>CN(C)C=O>[CH3:17][N:18]([CH3:20])/[CH:19]=[CH:1]/[C:2]1[CH:11]=[CH:10][C:5]([C:6]([O:8][CH3:9])=[O:7])=[CH:4][C:3]=1[N+:12]([O-:14])=[O:13]. The yield is 97.6%. Procedure details: A solution of methyl 4-methyl-3-nitrobenzoate (4.46 g) in N,N-dimethylformamide (23 ml) was treated with N,N-dimethylformamide dimethyl acetal (8.18 g) and heated at 130° for 2 hours. The solvent was evaporated and the residue was triturated with ether to give methyl E-4-(2-dimethylaminovinyl)-3-nitrobenzoate (5.58 g, 98%) as a red powder; NMR (80 MHz, CDCl3): 2.98[s, 6H, N(CH3)2 ], 5.90(d, 1H, CHN), 7.14(d, 1H, CHCHN), 7.45(d, 1H, H5 -Ar), 7.90(dd, 1H, H6 -Ar), 8.47(d, 1H, H2 -Ar). Product: CN(/C=C/C1=C(C=C(C(=O)OC)C=C1)[N+](=O)[O-])C (methyl E-4-(2-dimethylaminovinyl)-3-nitrobenzoate). Run in CN(C=O)C (N,N-dimethylformamide). The reactants are CC1=C(C=C(C(=O)OC)C=C1)[N+](=O)[O-] (methyl 4-methyl-3-nitrobenzoate), COC(N(C)C)OC (N,N-dimethylformamide dimethyl acetal). Reactants: OC(C[C@@]1(CCN(C(O1)=O)[C@@H](C)C1=CC=C(C=C1)B1OC(C(O1)(C)C)(C)C)C1=CC=CC=C1)(C)C ((S)-6-(2-hydroxy-2-methylpropyl)-6-phenyl-3-[(S)-1-(4-(4,4,5,5-tetramethyl-1,3,2-dioxaborolan-2-yl)phenyl)ethyl]-1,3-oxazinan-2-one), BrC=1SC(=NN1)C (2-bromo-5-methyl-[1,3,4]thiadiazole). Product: OC(C[C@@]1(CCN(C(O1)=O)[C@@H](C)C1=CC=C(C=C1)C=1SC(=NN1)C)C1=CC=CC=C1)(C)C ((S)-6-(2-Hydroxy-2-methyl-propyl)-3-{(S)-1-[4-(5-methyl-[1,3,4]thiadiazol-2-yl)-phenyl]-ethyl}-6-phenyl-[1,3]oxazinan-2-one). As a reaction SMILES: [OH:1][C:2]([CH3:35])([CH3:34])[CH2:3][C@@:4]1([C:28]2[CH:33]=[CH:32][CH:31]=[CH:30][CH:29]=2)[O:9][C:8](=[O:10])[N:7]([C@H:11]([C:13]2[CH:18]=[CH:17][C:16](B3OC(C)(C)C(C)(C)O3)=[CH:15][CH:14]=2)[CH3:12])[CH2:6][CH2:5]1.Br[C:37]1[S:38][C:39]([CH3:42])=[N:40][N:41]=1>>[OH:1][C:2]([CH3:34])([CH3:35])[CH2:3][C@@:4]1([C:28]2[CH:33]=[CH:32][CH:31]=[CH:30][CH:29]=2)[O:9][C:8](=[O:10])[N:7]([C@H:11]([C:13]2[CH:14]=[CH:15][C:16]([C:37]3[S:38][C:39]([CH3:42])=[N:40][N:41]=3)=[CH:17][CH:18]=2)[CH3:12])[CH2:6][CH2:5]1. Procedure details: The title compound was prepared from (S)-6-(2-hydroxy-2-methylpropyl)-6-phenyl-3-[(S)-1-(4-(4,4,5,5-tetramethyl-1,3,2-dioxaborolan-2-yl)phenyl)ethyl]-1,3-oxazinan-2-one and 2-bromo-5-methyl-[1,3,4]thiadiazole following a procedure analogous to that described in Example 171. Mass spectrum (ESI−): m/z=496 [M+HCOO]−.